Dataset: the Open Reaction Database (ORD), a public repository of structured organic reaction records. Task: describe an organic reaction: reactants, conditions, products, and yield The reactants are O=C(c1ncc[nH]1)c1ncc[nH]1, CC(=O)O, NCc1ccc(Cl)cc1, CN(C)C=O, O=C(O)c1cnc2sc(I)cc2c1O. Product: O=C(NCc1ccc(Cl)cc1)c1cnc2sc(I)cc2c1O. As a reaction SMILES: [C:1]([c:2]1[nH:3][cH:4][cH:5][n:6]1)([c:7]1[nH:8][cH:9][cH:10][n:11]1)=[O:12].[C:36]([OH:37])(=[O:38])[CH3:39].[Cl:27][c:28]1[cH:29][cH:30][c:31]([CH2:32][NH2:33])[cH:34][cH:35]1.[O:40]=[CH:41][N:42]([CH3:43])[CH3:44].[OH:13][c:14]1[c:15]2[c:16]([n:17][cH:18][c:19]1[C:20](=[O:21])[OH:22])[s:23][c:24]([I:26])[cH:25]2>>[OH:13][c:14]1[c:15]2[c:16]([n:17][cH:18][c:19]1[C:20](=[O:22])[NH:33][CH2:32][c:31]1[cH:30][cH:29][c:28]([Cl:27])[cH:35][cH:34]1)[s:23][c:24]([I:26])[cH:25]2. Reactants: CS(C)=O, CCN(C(C)C)C(C)C, Nc1ccc(NC(=O)OCC(Cl)(Cl)Cl)cn1, O, c1ccc(-c2nsc(N3CCNCC3)n2)cc1. Product: Nc1ccc(NC(=O)N2CCN(c3nc(-c4ccccc4)ns3)CC2)cn1. RXN SMILES: [CH3:44][S:45](=[O:46])[CH3:47].[CH:34]([N:35]([CH:36]([CH3:37])[CH3:38])[CH2:39][CH3:40])([CH3:41])[CH3:42].[NH2:1][c:2]1[cH:3][cH:4][c:5]([NH:8][C:9]([O:10][CH2:11][C:12]([Cl:13])([Cl:14])[Cl:15])=[O:16])[cH:6][n:7]1.[OH2:43].[c:17]1(-[c:23]2[n:24][s:25][c:26]([N:28]3[CH2:29][CH2:30][NH:31][CH2:32][CH2:33]3)[n:27]2)[cH:18][cH:19][cH:20][cH:21][cH:22]1>>[NH2:1][c:2]1[cH:3][cH:4][c:5]([NH:8][C:9](=[O:16])[N:31]2[CH2:30][CH2:29][N:28]([c:26]3[s:25][n:24][c:23](-[c:17]4[cH:18][cH:19][cH:20][cH:21][cH:22]4)[n:27]3)[CH2:33][CH2:32]2)[cH:6][n:7]1.